From a dataset of the Open Reaction Database (ORD), a public repository of structured organic reaction records. describe an organic reaction: reactants, conditions, products, and yield Starting materials: NC1=NC2=C(N1C1=CC(=C(C=C1)C)I)C=CC=C2 (4-(2-amino-1-benzimidazolyl)-2-iodotoluene), COCC1=C(OC=C1)[Sn](C)(C)C (3-methoxymethyl-2-trimethylstannylfuran). The product is NC1=NC2=C(N1C1=CC(=C(C=C1)C)C=1OC=CC1COC)C=CC=C2 (2-Amino-1-[3-(3-methoxymetyl-2-furyl)-4-methylphenyl]benzimidazole). As a reaction SMILES: [NH2:1][C:2]1[N:6]([C:7]2[CH:12]=[CH:11][C:10]([CH3:13])=[C:9](I)[CH:8]=2)[C:5]2[CH:15]=[CH:16][CH:17]=[CH:18][C:4]=2[N:3]=1.[CH3:19][O:20][CH2:21][C:22]1[CH:26]=[CH:25][O:24][C:23]=1[Sn](C)(C)C>>[NH2:1][C:2]1[N:6]([C:7]2[CH:12]=[CH:11][C:10]([CH3:13])=[C:9]([C:23]3[O:24][CH:25]=[CH:26][C:22]=3[CH2:21][O:20][CH3:19])[CH:8]=2)[C:5]2[CH:15]=[CH:16][CH:17]=[CH:18][C:4]=2[N:3]=1. Procedure: 2-Amino-1-[3-(3-methoxymetyl-2-furyl)-4-methylphenyl]benzimidazole was prepared from 4-(2-amino-1-benzimidazolyl)-2-iodotoluene and 3-methoxymethyl-2-trimethylstannylfuran according to method C. mp 174°-176° C. Reactants: N1=CC(=CC=C1)CC(CC#C)O (5-(3-Pyridyl)-1-pentyn-4-ol), CO (methanol), CO (methanol), [H][H] (hydrogen). The reagents and catalysts are [Pd] (palladium on charcoal). The solvent is C(C)(=O)OCC (ethyl acetate). Product: N1=CC(=CC=C1)CCCCCO (5-(3-pyridyl)-1-pentanol). Yield: 97.0%. Reaction SMILES: [N:1]1[CH:6]=[CH:5][CH:4]=[C:3]([CH2:7][CH:8](O)[CH2:9][C:10]#[CH:11])[CH:2]=1.[H][H].C[OH:16]>[Pd].C(OCC)(=O)C>[N:1]1[CH:6]=[CH:5][CH:4]=[C:3]([CH2:7][CH2:8][CH2:9][CH2:10][CH2:11][OH:16])[CH:2]=1. Procedure: 5-(3-Pyridyl)-1-pentyn-4-ol (0.776 g, 4.82 mmol) was added to a stirred suspension of 10% palladium on charcoal (0.2 g) in methanol (30 ml). The reaction was stirred at room temperature under a hydrogen atmosphere for 48 h, by which time hydrogen uptake had ceased. The mixture was filtered through celite and evaporated to provide a yellow oil. Column chromatography (flash silica gel, 5% methanol in ethyl acetate) gave 5-(3-pyridyl)-1-pentanol (0.769 g, 97%) as a colourless oil. Reactants: hydrochloride salt, CC1(C2CNCC12)C=1C=C(C=CC1)NS(=O)(=O)C (N-[3-(6-methyl-3-azabicyclo[3.1.0]hex-6-yl)phenyl]methanesulfonamide), C(C)OCC (diethyl ether), C(O)([O-])=O.[Na+] (sodium hydrogen carbonate), BrCC#CCCC (1-bromo-2-hexyne). The solvent is CN(C=O)C (N,N-dimethylforrnamide), O (water). Reaction conditions: temperature 50 celsius, time 5 minute. The product is N (ammonia), C(\C=C\CCC)N1CC2C(C2C1)(C)C=1C=C(C=CC1)NS(=O)(=O)C (N-(3-{3-[(E)-2-hexenyl]-6-methyl-3-azabicyclo[3.1.0]hex-6-yl}phenyl)methanesulfonamide). Yield: 50.0%. RXN SMILES: [CH3:1][C:2]1([C:8]2[CH:9]=[C:10]([NH:14][S:15]([CH3:18])(=[O:17])=[O:16])[CH:11]=[CH:12][CH:13]=2)[CH:7]2[CH:3]1[CH2:4][NH:5][CH2:6]2.C(=O)([O-])O.[Na+].Br[CH2:25][C:26]#[C:27][CH2:28][CH2:29][CH3:30].C(OCC)C>CN(C)C=O.O>[NH3:5].[CH2:25]([N:5]1[CH2:6][CH:7]2[CH:3]([C:2]2([C:8]2[CH:9]=[C:10]([NH:14][S:15]([CH3:18])(=[O:17])=[O:16])[CH:11]=[CH:12][CH:13]=2)[CH3:1])[CH2:4]1)/[CH:26]=[CH:27]/[CH2:28][CH2:29][CH3:30] |f:1.2|. Reported procedure: To a solution of the hydrochloride salt of N-[3-(6-methyl-3-azabicyclo[3.1.0]hex-6-yl)phenyl]methanesulfonamide (Preparation 53, 57 mg, 0.19 mmol) dissolved in N,N-dimethylforrnamide (2 ml) was added sodium hydrogen carbonate (630 mg, 7.52 mmol) and 1-bromo-2-hexyne (H. A. J. Charles, and R. J. Batten, J. Chem. Soc., Perkin Trans 1, 1987, 1999, 33 mg, 0.2 mmol) and the reaction mixture was heated at 50° C. for 20 h. After cooling diethyl ether (5 ml) and water (7 ml) were added and the reaction ...